From a dataset of the Open Reaction Database (ORD), a public repository of structured organic reaction records. describe an organic reaction: reactants, conditions, products, and yield The yield is 64.0%. As a reaction SMILES: [NH2:1][CH:2]1[CH2:7][CH2:6][C:5]([CH2:9][S:10][CH2:11][C:12]2[CH:17]=[CH:16][CH:15]=[CH:14][C:13]=2[CH2:18][OH:19])([OH:8])[CH:4]([C:20]2([CH3:28])[O:27][CH:21]2[CH2:22][CH:23]=[C:24]([CH3:26])[CH3:25])[CH:3]1[O:29][CH3:30].[Cl:31][CH2:32][C:33]([N:35]=[C:36]=[O:37])=[O:34].O>ClCCl>[Cl:31][CH2:32][C:33]([NH:35][C:36](=[O:37])[NH:1][CH:2]1[CH2:7][CH2:6][C:5]([CH2:9][S:10][CH2:11][C:12]2[CH:17]=[CH:16][CH:15]=[CH:14][C:13]=2[CH2:18][OH:19])([OH:8])[CH:4]([C:20]2([CH3:28])[O:27][CH:21]2[CH2:22][CH:23]=[C:24]([CH3:26])[CH3:25])[CH:3]1[O:29][CH3:30])=[O:34]. Conditions: time 10 minute. Yields the product ClCC(=O)NC(NC1C(C(C(CC1)(O)CSCC1=C(C=CC=C1)CO)C1(C(CC=C(C)C)O1)C)OC)=O (4-(N'-chloroacetylureido)-2-(1,2-epoxy-1,5-dimethyl-4-hexenyl)-1-(2-hydroxymethylbenzyl)thiomethyl-3-methoxycyclohexanol). Run in ClCCl (dichloromethane). Reactants: NC1C(C(C(CC1)(O)CSCC1=C(C=CC=C1)CO)C1(C(CC=C(C)C)O1)C)OC (4-amino-2-(1,2-epoxy-1,5-dimethyl-4-hexenyl)-1-(2-hydroxymethylbenzyl)thiomethyl-3-methoxycyclohexanol), ClCC(=O)N=C=O (chloroacetyl isocyanate), O (water). Procedure details: In dichloromethane (20 ml) was dissolved 4-amino-2-(1,2-epoxy-1,5-dimethyl-4-hexenyl)-1-(2-hydroxymethylbenzyl)thiomethyl-3-methoxycyclohexanol (629 mg). To the solution was added dropwise, under ice-cooling, chloroacetyl isocyanate (0.22 ml). The mixture was stirred for 10 minutes, to which was then added water to suspend the reaction. The reaction product was extracted with ethyl acetate. The extract solution was washed with a saturated aqueous solution of sodium chloride and, then, dried over... Starting materials: C=CCOC(=O)C1CCN(Cc2cccc3ncnc(Nc4cccc(OC)c4)c23)CC1C(=O)OC, C1CCOC1, CO, [Li+], [OH-], O, O. Product: C=CCOC(=O)C1CCN(Cc2cccc3ncnc(Nc4cccc(OC)c4)c23)CC1C(=O)O. Reaction SMILES: [CH2:1]([CH:2]=[CH2:3])[O:4][C:5](=[O:6])[CH:7]1[CH:8]([C:33](=[O:34])[O:35][CH3:36])[CH2:9][N:10]([CH2:13][c:14]2[c:15]3[c:16]([NH:24][c:25]4[cH:26][c:27]([O:31][CH3:32])[cH:28][cH:29][cH:30]4)[n:17][cH:18][n:19][c:20]3[cH:21][cH:22][cH:23]2)[CH2:11][CH2:12]1.[CH2:42]1[O:43][CH2:44][CH2:45][CH2:46]1.[CH3:40][OH:41].[Li+:38].[OH-:37].[OH2:39].[OH2:47]>>[CH2:1]([CH:2]=[CH2:3])[O:4][C:5](=[O:6])[CH:7]1[CH:8]([C:33](=[O:34])[OH:35])[CH2:9][N:10]([CH2:13][c:14]2[c:15]3[c:16]([NH:24][c:25]4[cH:26][c:27]([O:31][CH3:32])[cH:28][cH:29][cH:30]4)[n:17][cH:18][n:19][c:20]3[cH:21][cH:22][cH:23]2)[CH2:11][CH2:12]1. Reactants: OO (hydrogen peroxide), C1(=CC=CC=C1)CC(=O)NC1[C@@H]2N(C(C(S2)(C)C)C(=O)OC(C)C2CC2)C1=O (1-cyclopropylethyl 6-(2-phenylacetamido)-2,2-dimethylpenam-3-carboxylate), O (Water). The reagents and catalysts are [O-][W](=O)(=O)[O-].[Na+].[Na+] (sodium tungstate). The solvent is C(C)(=O)O (acetic acid). Conditions: time 30 minute. Product: C1(=CC=CC=C1)CC(=O)NC1[C@@H]2N(C(C(S2=O)(C)C)C(=O)OC(C)C2CC2)C1=O (1-cyclopropylethyl 6-(2-phenylacetamido)-2,2-dimethylpenam-3-carboxylate-1-oxide). Yield: 94.9%. RXN SMILES: [C:1]1([CH2:7][C:8]([NH:10][CH:11]2[C:27](=[O:28])[N:13]3[CH:14]([C:19]([O:21][CH:22]([CH:24]4[CH2:26][CH2:25]4)[CH3:23])=[O:20])[C:15]([CH3:18])([CH3:17])[S:16][C@H:12]23)=[O:9])[CH:6]=[CH:5][CH:4]=[CH:3][CH:2]=1.[OH:29]O.O>C(O)(=O)C.[O-][W]([O-])(=O)=O.[Na+].[Na+]>[C:1]1([CH2:7][C:8]([NH:10][CH:11]2[C:27](=[O:28])[N:13]3[CH:14]([C:19]([O:21][CH:22]([CH:24]4[CH2:25][CH2:26]4)[CH3:23])=[O:20])[C:15]([CH3:18])([CH3:17])[S:16](=[O:29])[C@H:12]23)=[O:9])[CH:6]=[CH:5][CH:4]=[CH:3][CH:2]=1 |f:4.5.6|. Procedure details: 1-cyclopropylethyl 6-(2-phenylacetamido)-2,2-dimethylpenam-3-carboxylate (1.55 g.) was dissolved in acetic acid (8 cc) and sodium tungstate (10 mg.) was added thereto. To the stirred mixture was added, dropwise, 30% hydrogen peroxide (0.53 g.) while cooling in an ice bath and the mixture was stirred for a period of 30 minutes at this temperature. Water was added to the mixture and the aqueous solution was extracted with ethyl acetate. The ethyl acetate layer was washed in turn with a saturated a... Reactants: N1(N=CC=C1)C1(CC1)C#N (1-(1H-pyrazol-1-yl)cyclopropanecarbonitrile), C(C)O (ethanol), [Na] (Sodium), C(C)O (ethanol). Run at temperature 70 celsius, time 15 minute. The product is N1(N=CC=C1)C1(CC1)C(OCC)=N (Ethyl 1-(1H-pyrazol-1-yl)cyclopropanecarbimidate). RXN SMILES: [Na].[N:2]1([C:7]2([C:10]#[N:11])[CH2:9][CH2:8]2)[CH:6]=[CH:5][CH:4]=[N:3]1.[CH2:12]([OH:14])[CH3:13]>>[N:2]1([C:7]2([C:10](=[NH:11])[O:14][CH2:12][CH3:13])[CH2:9][CH2:8]2)[CH:6]=[CH:5][CH:4]=[N:3]1 |^1:0|. Procedure details: Sodium metal (12 mg, 0.52 mmol) was added to anhydrous ethanol (3 mL) at room temperature and the mixture was stirred for 15 min. 1-(1H-pyrazol-1-yl)cyclopropanecarbonitrile (0.1 g, 0.75 mmol) dissolved in ethanol (2 mL) was added and the reaction mixture was heated to 70° C. for 90 min. The resulting solution was used without further purification. Reactants: ClC1=NC2=CC=C(C=C2C=C1C(=O)O)Cl (2,6-dichloroquinoline-3-carboxylic acid), N[C@H](C(=O)O)CC1=CC=C(C=C1)OC1=NC=C(C=C1)C ((S)-2-amino-3-[4-(5-methyl-pyridin-2-yloxy)-phenyl]-propionic acid). Run in CS(=O)C (DMSO). Yields the product C(=O)(O)[C@H](CC1=CC=C(C=C1)OC1=NC=C(C=C1)C)NC1=NC2=CC=C(C=C2C=C1C(=O)O)Cl (2-{(S)-1-Carboxy-2-[4-(5-methyl-pyridin-2-yloxy)-phenyl]-ethylamino}-6-chloro-quinoline-3-carboxylic acid). Reaction SMILES: Cl[C:2]1[C:11]([C:12]([OH:14])=[O:13])=[CH:10][C:9]2[C:4](=[CH:5][CH:6]=[C:7]([Cl:15])[CH:8]=2)[N:3]=1.[NH2:16][C@@H:17]([CH2:21][C:22]1[CH:27]=[CH:26][C:25]([O:28][C:29]2[CH:34]=[CH:33][C:32]([CH3:35])=[CH:31][N:30]=2)=[CH:24][CH:23]=1)[C:18]([OH:20])=[O:19]>CS(C)=O>[C:18]([C@@H:17]([NH:16][C:2]1[C:11]([C:12]([OH:14])=[O:13])=[CH:10][C:9]2[C:4](=[CH:5][CH:6]=[C:7]([Cl:15])[CH:8]=2)[N:3]=1)[CH2:21][C:22]1[CH:23]=[CH:24][C:25]([O:28][C:29]2[CH:34]=[CH:33][C:32]([CH3:35])=[CH:31][N:30]=2)=[CH:26][CH:27]=1)([OH:20])=[O:19]. Reported procedure: In close analogy to the procedure described in Example 109c, 2,6-dichloroquinoline-3-carboxylic acid is reacted with (S)-2-amino-3-[4-(5-methyl-pyridin-2-yloxy)-phenyl]-propionic acid (prepared by analogy to Example 109a,b) in DMSO to provide the title compound in good yield.